From a dataset of the Open Reaction Database (ORD), a public repository of structured organic reaction records. describe an organic reaction: reactants, conditions, products, and yield Reactants: C1=CC=CC1 (Cyclopentadiene), C(C=C)(=O)O (acrylic acid), C1CCOC1 (THF). The product is C12C(CC(C=C1)C2)C(=O)O (5-norbornene-2-carboxylic acid). Yield: 79.7%. As a reaction SMILES: [CH:1]1[CH2:5][CH:4]=[CH:3][CH:2]=1.[C:6]([OH:10])(=[O:9])C=C.[CH2:11]1COC[CH2:12]1>>[CH:2]12[CH2:1][CH:5]([CH:11]=[CH:12]1)[CH2:4][CH:3]2[C:6]([OH:10])=[O:9]. Reported procedure: Cyclopentadiene (66 g) and 86 g of acrylic acid were dissolved in 500 g of THF solvent. After the reaction at 30° C. for 24 hours, the solvent and excess acrylic acid were removed by rotary evaporator. The residue was distilled under reduced pressure to obtain 110 g of 5-norbornene-2-carboxylic acid as a mixture of endo and exo (yield: 71%). NMR spectral data of the resulting compound (20) is shown in FIG. 3.